From a dataset of the Open Reaction Database (ORD), a public repository of structured organic reaction records. describe an organic reaction: reactants, conditions, products, and yield Solvent: O (water), C(C)O (ethanol). Reported procedure: To a solution of ethyl 5-[(4-{[3-chloro-4-(pyridin-2-ylmethoxy)phenyl]amino}-5H-pyrrolo[3,2-d]pyrimidin-5-yl)methyl]-2-furoate (440 mg) in a mixed solvent of tetrahydrofuran (2.0 mL) and ethanol (2.0 mL) was added 1N aqueous sodium hydroxide solution (2.0 mL), and the mixture was stirred at room temperature for 5 hrs. 1N Hydrochloric acid (2.0 mL) and water (25 mL) were added to the reaction mixture, and the mixture was stirred at room temperature for 30 min. The resultant precipitate was collec... The product is ClC=1C=C(C=CC1OCC1=NC=CC=C1)NC=1C2=C(N=CN1)C=CN2CC2=CC=C(O2)C(=O)O (5-[(4-{[3-chloro-4-(pyridin-2-ylmethoxy)phenyl]amino}-5H-pyrrolo[3,2-d]pyrimidin-5-yl)methyl]-2-furancarboxylic acid). Yield: 74.6%. Conditions: time 5 hour. Reactants: Cl (Hydrochloric acid), ClC=1C=C(C=CC1OCC1=NC=CC=C1)NC=1C2=C(N=CN1)C=CN2CC2=CC=C(O2)C(=O)OCC (ethyl 5-[(4-{[3-chloro-4-(pyridin-2-ylmethoxy)phenyl]amino}-5H-pyrrolo[3,2-d]pyrimidin-5-yl)methyl]-2-furoate), O1CCCC1 (tetrahydrofuran), [OH-].[Na+] (sodium hydroxide). As a reaction SMILES: [Cl:1][C:2]1[CH:3]=[C:4]([NH:16][C:17]2[C:18]3[N:25]([CH2:26][C:27]4[O:31][C:30]([C:32]([O:34]CC)=[O:33])=[CH:29][CH:28]=4)[CH:24]=[CH:23][C:19]=3[N:20]=[CH:21][N:22]=2)[CH:5]=[CH:6][C:7]=1[O:8][CH2:9][C:10]1[CH:15]=[CH:14][CH:13]=[CH:12][N:11]=1.O1CCCC1.[OH-].[Na+].Cl>O.C(O)C>[Cl:1][C:2]1[CH:3]=[C:4]([NH:16][C:17]2[C:18]3[N:25]([CH2:26][C:27]4[O:31][C:30]([C:32]([OH:34])=[O:33])=[CH:29][CH:28]=4)[CH:24]=[CH:23][C:19]=3[N:20]=[CH:21][N:22]=2)[CH:5]=[CH:6][C:7]=1[O:8][CH2:9][C:10]1[CH:15]=[CH:14][CH:13]=[CH:12][N:11]=1 |f:2.3|. Reactants: [Cl-].OC1=C(C=C(C=C1C)[S+](C)C)C (4-Hydroxy-3,5-dimethyl phenyl dimethyl sulphonium chloride), O (water), FC(C(C(C(F)(F)F)(F)F)(F)F)(S(=O)(=O)[O-])F.[K+] (potassium perfluorobutane sulfonate). Solvent: CC(=O)C (acetone). Conditions: time 2 hour. The product is S(=O)(=O)([O-])C(F)(F)C(F)(F)C(F)(F)C(F)(F)F.OC1=C(C=C(C=C1C)[S+](C)C)C (4-hydroxy-3,5-dimethyl phenyl dimethyl sulphonium nonaflate). As a reaction SMILES: [Cl-].[OH:2][C:3]1[C:8]([CH3:9])=[CH:7][C:6]([S+:10]([CH3:12])[CH3:11])=[CH:5][C:4]=1[CH3:13].O.[F:15][C:16]([F:31])([S:27]([O-:30])(=[O:29])=[O:28])[C:17]([F:26])([F:25])[C:18]([F:24])([F:23])[C:19]([F:22])([F:21])[F:20].[K+]>CC(C)=O>[S:27]([C:16]([C:17]([C:18]([C:19]([F:20])([F:21])[F:22])([F:23])[F:24])([F:26])[F:25])([F:31])[F:15])([O-:30])(=[O:29])=[O:28].[OH:2][C:3]1[C:4]([CH3:13])=[CH:5][C:6]([S+:10]([CH3:11])[CH3:12])=[CH:7][C:8]=1[CH3:9] |f:0.1,3.4,6.7|. Reported procedure: 15.01 g of 4-Hydroxy-3,5-dimethyl phenyl dimethyl sulphonium chloride, 300 g water, and 23.35 g of potassium perfluorobutane sulfonate in 100 ml acetone were added to a flask. The resulting mixture was stirred for 2 hours at room temperature. The solution was then extracted with chloroform, washed with water, dried over sodium sulphate and filtered. The solution was concentrated and drowned into ether; a precipitate was formed, filtered and dried in the vacuum dryer at less than 40° C., yielding... Reactants: CN(C)C=O, O=[Cr](=O)([O-])O[Cr](=O)(=O)[O-], CC(=O)c1ccc2c(c1)N(CCCCCCO)c1ccccc1S2, c1cc[nH+]cc1, c1cc[nH+]cc1. The product is CC(=O)c1ccc2c(c1)N(CCCCCC(=O)O)c1ccccc1S2. As a reaction SMILES: [CH3:46][N:47]([CH3:48])[CH:49]=[O:50].[Cr:25](=[O:26])([O:27][Cr:28]([O-:29])(=[O:30])=[O:31])([O-:32])=[O:33].[OH:1][CH2:2][CH2:3][CH2:4][CH2:5][CH2:6][CH2:7][N:8]1[c:9]2[cH:10][cH:11][cH:12][cH:13][c:14]2[S:15][c:16]2[cH:17][cH:18][c:19]([C:22]([CH3:23])=[O:24])[cH:20][c:21]21.[nH+:34]1[cH:35][cH:36][cH:37][cH:38][cH:39]1.[nH+:40]1[cH:41][cH:42][cH:43][cH:44][cH:45]1>>[O:1]=[C:2]([CH2:3][CH2:4][CH2:5][CH2:6][CH2:7][N:8]1[c:9]2[cH:10][cH:11][cH:12][cH:13][c:14]2[S:15][c:16]2[cH:17][cH:18][c:19]([C:22]([CH3:23])=[O:24])[cH:20][c:21]21)[OH:26]. The reactants are ClC1=NC2=C(N1[C@H]1[C@H](OC(C)=O)[C@H](OC(C)=O)[C@H](O1)COC(C)=O)C=C(C(=C2)Br)Br (2-Chloro-5,6-dibromo-1-(2,3,5-tri-O-acetyl-β-D-ribofuranosyl)benzimidazole). Run in N.CO (NH3 MeOH). The product is ClC1=NC2=C(N1[C@H]1[C@H](O)[C@H](O)[C@H](O1)CO)C=C(C(=C2)Br)Br (2-chloro-5,6-dibromo-1-(β-D-ribofuranosyl)benzimidazole). As a reaction SMILES: [Cl:1][C:2]1[N:6]([C@@H:7]2[O:19][C@H:18]([CH2:20][O:21]C(=O)C)[C@@H:13]([O:14]C(=O)C)[C@H:8]2[O:9]C(=O)C)[C:5]2[CH:25]=[C:26]([Br:30])[C:27]([Br:29])=[CH:28][C:4]=2[N:3]=1>N.CO>[Cl:1][C:2]1[N:6]([C@@H:7]2[O:19][C@H:18]([CH2:20][OH:21])[C@@H:13]([OH:14])[C@H:8]2[OH:9])[C:5]2[CH:25]=[C:26]([Br:30])[C:27]([Br:29])=[CH:28][C:4]=2[N:3]=1 |f:1.2|. Procedure: A solution of 569 mg (1 mmole) of (56) in 20 mL of NH3 /MeOH was stirred in a sealed flask at room temperature for 5 hr. Volatile materials were removed by evaporation. The residue was recrystallized from MeOH to give 337 mg (2 crops, 76%) of 57. Its 1H NMR spectrum was identical to that of (57) prepared by a direct bromination; see Method B.